This data is from the Open Reaction Database (ORD), a public repository of structured organic reaction records. The task is: describe an organic reaction: reactants, conditions, products, and yield The reactants are COc1ccc(CSC2CC(C(=O)O)N(C(=O)OCc3ccc([N+](=O)[O-])cc3)C2)cc1, CC#N, CC(C)(C)OC(=O)N1CCC(N)C1. Yields the product COc1ccc(CSC2CC(C(=O)NC3CCN(C(=O)OC(C)(C)C)C3)N(C(=O)OCc3ccc([N+](=O)[O-])cc3)C2)cc1. As a reaction SMILES: [CH3:1][O:2][c:3]1[cH:4][cH:5][c:6]([CH2:7][S:8][CH:9]2[CH2:10][CH:11]([C:27](=[O:28])[OH:29])[N:12]([C:14](=[O:15])[O:16][CH2:17][c:18]3[cH:19][cH:20][c:21]([N+:24](=[O:25])[O-:26])[cH:22][cH:23]3)[CH2:13]2)[cH:30][cH:31]1.[CH3:45][C:46]#[N:47].[NH2:32][CH:33]1[CH2:34][N:35]([C:38](=[O:39])[O:40][C:41]([CH3:42])([CH3:43])[CH3:44])[CH2:36][CH2:37]1>>[CH3:1][O:2][c:3]1[cH:4][cH:5][c:6]([CH2:7][S:8][CH:9]2[CH2:10][CH:11]([C:27](=[O:28])[NH:32][CH:33]3[CH2:34][N:35]([C:38](=[O:39])[O:40][C:41]([CH3:42])([CH3:43])[CH3:44])[CH2:36][CH2:37]3)[N:12]([C:14](=[O:15])[O:16][CH2:17][c:18]3[cH:19][cH:20][c:21]([N+:24](=[O:25])[O-:26])[cH:22][cH:23]3)[CH2:13]2)[cH:30][cH:31]1.